Task: describe an organic reaction: reactants, conditions, products, and yield. Dataset: the Open Reaction Database (ORD), a public repository of structured organic reaction records Reactants: Cc1nc(N2CCN(Cc3ccccc3)C2=O)sc1C(=O)O, CN1CCOCC1, CC(C)COC(=O)Cl, NCc1ccccc1, C1CCOC1. Product: Cc1nc(N2CCN(Cc3ccccc3)C2=O)sc1C(=O)NCc1ccccc1. Reaction SMILES: [CH2:1]([c:2]1[cH:3][cH:4][cH:5][cH:6][cH:7]1)[N:8]1[C:9](=[O:22])[N:10]([c:13]2[s:14][c:15]([C:19](=[O:20])[OH:21])[c:16]([CH3:18])[n:17]2)[CH2:11][CH2:12]1.[CH3:23][N:24]1[CH2:25][CH2:26][O:27][CH2:28][CH2:29]1.[Cl:30][C:31]([O:32][CH2:33][CH:34]([CH3:35])[CH3:36])=[O:37].[NH2:38][CH2:39][c:40]1[cH:41][cH:42][cH:43][cH:44][cH:45]1.[O:46]1[CH2:47][CH2:48][CH2:49][CH2:50]1>>[CH2:1]([c:2]1[cH:3][cH:4][cH:5][cH:6][cH:7]1)[N:8]1[C:9](=[O:22])[N:10]([c:13]2[s:14][c:15]([C:19](=[O:21])[NH:38][CH2:39][c:40]3[cH:41][cH:42][cH:43][cH:44][cH:45]3)[c:16]([CH3:18])[n:17]2)[CH2:11][CH2:12]1. Starting materials: CC(C)(C)OC(=O)NC(Cc1ccccc1)C(=O)O, C(=NC1CCCCC1)=NC1CCCCC1, ClCCl, Nc1cccc(CO)c1. Yields the product CC(C)(C)OC(=O)NC(Cc1ccccc1)C(=O)C(O)c1cccc(N)c1. Reaction SMILES: [C:1]([CH3:2])([CH3:3])([CH3:4])[O:5][C:6](=[O:7])[NH:8][CH:9]([CH2:10][c:11]1[cH:12][cH:13][cH:14][cH:15][cH:16]1)[C:17](=[O:18])[OH:19].[CH:29]1([N:30]=[C:31]=[N:32][CH:33]2[CH2:34][CH2:35][CH2:36][CH2:37][CH2:38]2)[CH2:39][CH2:40][CH2:41][CH2:42][CH2:43]1.[Cl:44][CH2:45][Cl:46].[NH2:20][c:21]1[cH:22][c:23]([CH2:24][OH:25])[cH:26][cH:27][cH:28]1>>[C:1]([CH3:2])([CH3:3])([CH3:4])[O:5][C:6](=[O:7])[NH:8][CH:9]([CH2:10][c:11]1[cH:12][cH:13][cH:14][cH:15][cH:16]1)[C:17](=[O:19])[CH:24]([c:23]1[cH:22][c:21]([NH2:20])[cH:28][cH:27][cH:26]1)[OH:25]. Starting materials: O=C(NC(CC1CCC1)C(O)C(=O)O)OCc1ccccc1, ClCCCl, NC1CC1, ClCCl. Product: O=C(NC(CC1CCC1)C(O)C(=O)NC1CC1)OCc1ccccc1. Reaction SMILES: [CH2:1]([c:2]1[cH:3][cH:4][cH:5][cH:6][cH:7]1)[O:8][C:9](=[O:10])[NH:11][CH:12]([CH:13]([C:14](=[O:15])[OH:16])[OH:17])[CH2:18][CH:19]1[CH2:20][CH2:21][CH2:22]1.[CH2:23]([Cl:24])[CH2:25][Cl:26].[CH:27]1([NH2:30])[CH2:28][CH2:29]1.[Cl:31][CH2:32][Cl:33]>>[CH2:1]([c:2]1[cH:3][cH:4][cH:5][cH:6][cH:7]1)[O:8][C:9](=[O:10])[NH:11][CH:12]([CH:13]([C:14](=[O:16])[NH:30][CH:27]1[CH2:28][CH2:29]1)[OH:17])[CH2:18][CH:19]1[CH2:20][CH2:21][CH2:22]1. Reactants: COC(CC1=CSC2=C1C(=CC(=C2)O)C)=O (methyl(6-hydroxy-4-methyl-1-benzothiophen-3-yl)acetate), CN(C)C=O (DMF), ClCC1=CC(=NN1C)C (5-(chloromethyl)-1,3-dimethyl-1H-pyrazole), C(=O)([O-])[O-].[K+].[K+] (K2CO3). Run in O (water). Reaction conditions: time 3 hour. Yields the product COC(CC1=CSC2=C1C(=CC(=C2)OCC2=CC(=NN2C)C)C)=O (Methyl(6-((1,3-dimethyl-1H-pyrazol-5-yl)methoxy)-4-methyl-1-benzothiophen-3-yl)acetate). The yield is 70.9%. Reaction SMILES: [CH3:1][O:2][C:3](=[O:16])[CH2:4][C:5]1[C:9]2[C:10]([CH3:15])=[CH:11][C:12]([OH:14])=[CH:13][C:8]=2[S:7][CH:6]=1.CN(C=O)C.Cl[CH2:23][C:24]1[N:28]([CH3:29])[N:27]=[C:26]([CH3:30])[CH:25]=1.C([O-])([O-])=O.[K+].[K+]>O>[CH3:1][O:2][C:3](=[O:16])[CH2:4][C:5]1[C:9]2[C:10]([CH3:15])=[CH:11][C:12]([O:14][CH2:23][C:24]3[N:28]([CH3:29])[N:27]=[C:26]([CH3:30])[CH:25]=3)=[CH:13][C:8]=2[S:7][CH:6]=1 |f:3.4.5|. Procedure details: To a mixture of methyl(6-hydroxy-4-methyl-1-benzothiophen-3-yl)acetate (150 mg) and DMF (2 mL) were added 5-(chloromethyl)-1,3-dimethyl-1H-pyrazole (101 mg) and K2CO3 (175 mg) at room temperature. The mixture was stirred at room temperature for 3 h. The mixture was poured into water at room temperature and extracted with EtOAc. The organic layer was separated, washed successively with water and brine, dried over MgSO4 and concentrated in vacuo. The residue was purified by silica gel column chrom... Reactants: ClCCl, COc1ccccc1N1CCNCC1, O=CCCc1cc(-c2ccccc2)no1. Product: COc1ccccc1N1CCN(CCCc2cc(-c3ccccc3)no2)CC1. Reaction SMILES: [CH2:30]([Cl:31])[Cl:32].[CH3:16][O:17][c:18]1[c:19]([N:24]2[CH2:25][CH2:26][NH:27][CH2:28][CH2:29]2)[cH:20][cH:21][cH:22][cH:23]1.[c:1]1(-[c:7]2[n:8][o:9][c:10]([CH2:12][CH2:13][CH:14]=[O:15])[cH:11]2)[cH:2][cH:3][cH:4][cH:5][cH:6]1>>[c:1]1(-[c:7]2[n:8][o:9][c:10]([CH2:12][CH2:13][CH2:14][N:27]3[CH2:26][CH2:25][N:24]([c:19]4[c:18]([O:17][CH3:16])[cH:23][cH:22][cH:21][cH:20]4)[CH2:29][CH2:28]3)[cH:11]2)[cH:2][cH:3][cH:4][cH:5][cH:6]1. Starting materials: COC1=CC=C(CN2N=CC=3C2=NC=C2C3C(N(C2=O)CCC2=CC=CC=C2)=O)C=C1 (3-(4-methoxybenzyl)-7-phenethylpyrazolo[3,4-b]pyrrolo[3,4-d]pyridine-6,8(3H,7H)-dione). Solvent: FC(C(=O)O)(F)F (Trifluoroacetic acid), FC(C(=O)O)(F)F (trifluoroacetic acid). Run at temperature 100 celsius, time 5 hour. The product is C(CC1=CC=CC=C1)N1C(C2=C3C(=NC=C2C1=O)NN=C3)=O (7-phenethylpyrazolo[3,4-b]pyrrolo[3,4-d]pyridine-6,8(3H,7H)-dione). Isolated yield 81.5%. RXN SMILES: COC1C=CC(C[N:8]2[C:12]3=[N:13][CH:14]=[C:15]4[C:19](=[O:20])[N:18]([CH2:21][CH2:22][C:23]5[CH:28]=[CH:27][CH:26]=[CH:25][CH:24]=5)[C:17](=[O:29])[C:16]4=[C:11]3[CH:10]=[N:9]2)=CC=1>FC(F)(F)C(O)=O>[CH2:21]([N:18]1[C:19](=[O:20])[C:15]2[C:16](=[C:11]3[CH:10]=[N:9][NH:8][C:12]3=[N:13][CH:14]=2)[C:17]1=[O:29])[CH2:22][C:23]1[CH:24]=[CH:25][CH:26]=[CH:27][CH:28]=1. Procedure: To an ice cooled solution of 3-(4-methoxybenzyl)pyrazolo[3,4-b]pyrrolo[3,4-d]pyridine-6,8(3H,7H)-dione (2.5 g, 8.1 mmol) in anhydrous N,N-dimethylformamide (25 ml), sodium hydride (60% emulsion in paraffin oil, 500 mg, 12 mmol) was added. The reaction mixture was warmed to room temperature and stirred for 10 minutes. The reaction mixture was again cooled to 0° C. and (2-bromoethyl)benzene (1.5 ml, 8.9 mmol) was added. The solution was then heated to 90° C. for 2 hours. The reaction was monitored... Reactants: CC1=CC(=C(C=C1)CO)O[C@@H](C)CC=C ((S)-(4-methyl-2-(pent-4-en-2-yloxy)phenyl)methanol), CC(=O)OI1(C=2C=CC=CC2C(=O)O1)(OC(=O)C)OC(=O)C (Dess-Martin periodinane). Solvent: C(Cl)Cl (DCM), CCOC(=O)C (EtOAc). Yields the product CC1=CC(=C(C=O)C=C1)O[C@@H](C)CC=C ((S)-4-methyl-2-(pent-4-en-2-yloxy)benzaldehyde). Isolated yield 35.0%. RXN SMILES: [CH3:1][C:2]1[CH:7]=[CH:6][C:5]([CH2:8][OH:9])=[C:4]([O:10][C@H:11]([CH2:13][CH:14]=[CH2:15])[CH3:12])[CH:3]=1.CC(OI1(OC(C)=O)(OC(C)=O)OC(=O)C2C=CC=CC1=2)=O>C(Cl)Cl.CCOC(C)=O>[CH3:1][C:2]1[CH:7]=[CH:6][C:5]([CH:8]=[O:9])=[C:4]([O:10][C@H:11]([CH2:13][CH:14]=[CH2:15])[CH3:12])[CH:3]=1. Reported procedure: A mixture (S)-(4-methyl-2-(pent-4-en-2-yloxy)phenyl)methanol (260 mg, 1.260 mmol), Dess-Martin periodinane (642 mg, 1.513 mmol) in DCM (10 mL) was stirred at rt for 1 h. It was then diluted with EtOAc, washed with sat. NaHCO3 and water. The organic layer was dried over MgSO4, filtered and concentrated to obtain an oil, which was then purified by biotage, eluting with 10% EtOAc/hexane to isolate (S)-4-methyl-2-(pent-4-en-2-yloxy)benzaldehyde (90 mg, 35%) as an oil. 1H NMR (400 MHz, CDCl3) δ 10.44... The reactants are ClCCCl, CNCC#N, CN1CCOCC1, Cl, CC(C)C(C(=O)O)N1Cc2c(F)cnc3[nH]cc(c23)C1=O, CN(C)C=O, O, On1nnc2ccccc21. The product is CC(C)C(C(=O)N(C)CC#N)N1Cc2c(F)cnc3[nH]cc(c23)C1=O. Reaction SMILES: [CH2:33]([Cl:34])[CH2:35][Cl:36].[CH3:38][NH:39][CH2:40][C:41]#[N:42].[CH3:43][N:44]1[CH2:45][CH2:46][O:47][CH2:48][CH2:49]1.[ClH:37].[F:1][c:2]1[cH:3][n:4][c:5]2[c:6]3[c:7]([cH:20][nH:21]2)[C:8](=[O:19])[N:9]([CH:12]([C:13](=[O:14])[OH:15])[CH:16]([CH3:17])[CH3:18])[CH2:10][c:11]13.[O:50]=[CH:51][N:52]([CH3:53])[CH3:54].[OH2:32].[OH:22][n:23]1[c:24]2[c:25]([cH:26][cH:27][cH:28][cH:29]2)[n:30][n:31]1>>[F:1][c:2]1[cH:3][n:4][c:5]2[c:6]3[c:7]([cH:20][nH:21]2)[C:8](=[O:19])[N:9]([CH:12]([C:13](=[O:15])[N:39]([CH3:38])[CH2:40][C:41]#[N:42])[CH:16]([CH3:17])[CH3:18])[CH2:10][c:11]13. Reactants: C[Si](C)(C)C#Cc1ccc2ncnc(Nc3ccc(OCc4ccccc4)cc3)c2c1, CCCC[N+](CCCC)(CCCC)CCCC, [F-], C1CCOC1. The product is C#Cc1ccc2ncnc(Nc3ccc(OCc4ccccc4)cc3)c2c1. As a reaction SMILES: [CH2:1]([c:2]1[cH:3][cH:4][cH:5][cH:6][cH:7]1)[O:8][c:9]1[cH:10][cH:11][c:12]([NH:15][c:16]2[n:17][cH:18][n:19][c:20]3[cH:21][cH:22][c:23]([C:26]#[C:27][Si:28]([CH3:29])([CH3:30])[CH3:31])[cH:24][c:25]23)[cH:13][cH:14]1.[CH3:33][CH2:34][CH2:35][CH2:36][N+:37]([CH2:38][CH2:39][CH2:40][CH3:41])([CH2:42][CH2:43][CH2:44][CH3:45])[CH2:46][CH2:47][CH2:48][CH3:49].[F-:32].[O:50]1[CH2:51][CH2:52][CH2:53][CH2:54]1>>[CH2:1]([c:2]1[cH:3][cH:4][cH:5][cH:6][cH:7]1)[O:8][c:9]1[cH:10][cH:11][c:12]([NH:15][c:16]2[n:17][cH:18][n:19][c:20]3[cH:21][cH:22][c:23]([C:26]#[CH:27])[cH:24][c:25]23)[cH:13][cH:14]1. The reactants are CC(C)(C)OC(=O)N(CCCCCNC(=O)CCC(=O)N(CCCCC#N)OCc1ccccc1)OCc1ccccc1, ClCCl. Product: N#CCCCCN(OCc1ccccc1)C(=O)CCC(=O)NCCCCCNOCc1ccccc1. Reaction SMILES: [C:1]([O:2][C:3](=[O:4])[N:8]([CH2:9][CH2:10][CH2:11][CH2:12][CH2:13][NH:14][C:15]([CH2:16][CH2:17][C:18]([N:19]([CH2:20][CH2:21][CH2:22][CH2:23][C:24]#[N:25])[O:26][CH2:27][c:28]1[cH:29][cH:30][cH:31][cH:32][cH:33]1)=[O:34])=[O:35])[O:36][CH2:37][c:38]1[cH:39][cH:40][cH:41][cH:42][cH:43]1)([CH3:5])([CH3:6])[CH3:7].[Cl:44][CH2:45][Cl:46]>>[NH:8]([CH2:9][CH2:10][CH2:11][CH2:12][CH2:13][NH:14][C:15]([CH2:16][CH2:17][C:18]([N:19]([CH2:20][CH2:21][CH2:22][CH2:23][C:24]#[N:25])[O:26][CH2:27][c:28]1[cH:29][cH:30][cH:31][cH:32][cH:33]1)=[O:34])=[O:35])[O:36][CH2:37][c:38]1[cH:39][cH:40][cH:41][cH:42][cH:43]1.